Dataset: the Open Reaction Database (ORD), a public repository of structured organic reaction records. Task: describe an organic reaction: reactants, conditions, products, and yield Reactants: C(CCC)[Sn](C=1SC=CN1)(CCCC)CCCC (2-tributylstannylthiazole), BrC=1C(=C2C(N=C(O2)C2CC2)=C(C1C)C#N)F (6-Bromo-2-cyclopropyl-7-fluoro-5-methyl-1,3-benzoxazole-4-carbonitrile). The reagents and catalysts are Cl[Pd]([P](C1=CC=CC=C1)(C2=CC=CC=C2)C3=CC=CC=C3)([P](C4=CC=CC=C4)(C5=CC=CC=C5)C6=CC=CC=C6)Cl (bis(triphenylphosphine)palladium(II) dichloride), C(C)(C)(C)C1(CC=CC(=C1O)C(C)(C)C)C (2,6-di-tert-butylcresol). Run in C1=CC=CC=C1 (benzene). Run at time 30 hour. The product is C1(CC1)C=1OC=2C(N1)=C(C(=C(C2F)C=2SC=CN2)C)C#N (2-cyclopropyl-7-fluoro-5-methyl-6-(1,3-thiazol-2-yl)-1,3-benzoxazole-4-carbonitrile). Yield: 32.4%. RXN SMILES: Br[C:2]1[C:3]([F:17])=[C:4]2[O:8][C:7]([CH:9]3[CH2:11][CH2:10]3)=[N:6][C:5]2=[C:12]([C:15]#[N:16])[C:13]=1[CH3:14].C([Sn](CCCC)(CCCC)[C:23]1[S:24][CH:25]=[CH:26][N:27]=1)CCC>C1C=CC=CC=1.Cl[Pd](Cl)([P](C1C=CC=CC=1)(C1C=CC=CC=1)C1C=CC=CC=1)[P](C1C=CC=CC=1)(C1C=CC=CC=1)C1C=CC=CC=1.C(C1(C)C(O)=C(C(C)(C)C)C=CC1)(C)(C)C>[CH:9]1([C:7]2[O:8][C:4]3[C:5](=[C:12]([C:15]#[N:16])[C:13]([CH3:14])=[C:2]([C:23]4[S:24][CH:25]=[CH:26][N:27]=4)[C:3]=3[F:17])[N:6]=2)[CH2:11][CH2:10]1 |^1:44,63|. Reported procedure: 6-Bromo-2-cyclopropyl-7-fluoro-5-methyl-1,3-benzoxazole-4-carbonitrile (I-77) (100 mg, 0.34 mmol) was dissolved in benzene (3 ml), then 2-tributylstannylthiazole (140 μl, 0.37 mmol) and 2,6-di-tert-butylcresol (1 mg) and bis(triphenylphosphine)palladium(II) dichloride (3 mg, 0.003 mmol) were added, followed by heating under reflux for 20 hours under nitrogen atmosphere. The reaction liquid was cooled, the insoluble matter was separated by filtration through Celite, the solvent was concentrated u... Reactants: ClC=1C=C(OC2=CC(=C(C=C2)N)C)C=CC1 (4-(3-Chloro-phenoxy)-2-methyl-phenylamine), C(C)(=O)[O-].[K+] (Potassium acetate), N(=O)OC(C)(C)C (t-butyl nitrite), CC(=O)OC(=O)C (Ac2O). Solvent: C(Cl)(Cl)Cl (chloroform). Run at temperature 25 celsius, time 1 hour. Product: ClC=1C=C(OC=2C=C3C=NNC3=CC2)C=CC1 (5-(3-chloro-phenoxy)-1H-indazole). The yield is 16.6%. RXN SMILES: [Cl:1][C:2]1[CH:3]=[C:4]([CH:14]=[CH:15][CH:16]=1)[O:5][C:6]1[CH:11]=[CH:10][C:9]([NH2:12])=[C:8]([CH3:13])[CH:7]=1.CC(OC(C)=O)=O.C([O-])(=O)C.[K+].[N:29](OC(C)(C)C)=O>C(Cl)(Cl)Cl>[Cl:1][C:2]1[CH:3]=[C:4]([CH:14]=[CH:15][CH:16]=1)[O:5][C:6]1[CH:7]=[C:8]2[C:9](=[CH:10][CH:11]=1)[NH:12][N:29]=[CH:13]2 |f:2.3|. Procedure: 4-(3-Chloro-phenoxy)-2-methyl-phenylamine (0.87 g, 3.74 mmol) was dissolved in chloroform. Ac2O (0.878 g, 8.61 mmol) was then added dropwise over 10 min at 0° C. and the mixture was stirred for 1 h at 25° C. Potassium acetate (110 mg, 1.12 mmol) and t-butyl nitrite (829 mg, 8.05 mmol) were added to the reaction mixture and the mixture was heated at 80° C. for 16 h. This mixture was then concentrated, conc. HBr was added and the mixture was stirred for 16 h at 25° C. The pH of the mixture was adj... The reactants are Cn1c(=O)[nH]c2ccncc21, O=[N+]([O-])O, O=S(=O)(O)O. Yields the product Cn1c(=O)[nH]c2ccnc([N+](=O)[O-])c21. Reaction SMILES: [CH3:1][n:2]1[c:3](=[O:11])[nH:4][c:5]2[c:6]1[cH:7][n:8][cH:9][cH:10]2.[OH:12][N+:13]([O-:14])=[O:15].[S:16](=[O:17])(=[O:18])([OH:19])[OH:20]>>[CH3:1][n:2]1[c:3](=[O:11])[nH:4][c:5]2[c:6]1[c:7]([N+:13](=[O:12])[O-:14])[n:8][cH:9][cH:10]2.